From a dataset of the Open Reaction Database (ORD), a public repository of structured organic reaction records. describe an organic reaction: reactants, conditions, products, and yield Reactants: CN, CO, COc1c(C=O)ccc2c1OCO2. Product: CNCc1ccc2c(c1OC)OCO2. RXN SMILES: [CH3:14][NH2:15].[CH3:16][OH:17].[CH3:1][O:2][c:3]1[c:4]([CH:5]=[O:6])[cH:7][cH:8][c:9]2[c:10]1[O:11][CH2:12][O:13]2>>[CH3:1][O:2][c:3]1[c:4]([CH2:5][NH:15][CH3:14])[cH:7][cH:8][c:9]2[c:10]1[O:11][CH2:12][O:13]2. The reactants are C(=O)C1=C(C=C(S1)CCC=1N=C(SC1)NC(C)=O)C (N-{4-[2-(5-formyl-4-methylthiophen-2-yl)ethyl]-1,3-thiazol-2-yl}acetamide), C1(=CC=CC=C1)P(C1=CC=CC=C1)(C1=CC=CC=C1)=CC(=O)OC (methyl (triphenyl phosphoranylidene)acetate). Solvent: C(Cl)(Cl)Cl (chloroform), C(Cl)(Cl)Cl (chloroform). Run at time 2 hour. Yields the product C(C)(=O)NC=1SC=C(N1)CCC1=CC(=C(S1)/C=C/C(=O)OC)C (methyl (2E)-3-(5-{2-[2-(acetylamino)-1,3-thiazol-4-yl]ethyl}-3-methylthiophen-2-yl)-2-propenoate). The yield is 106.2%. Reaction SMILES: [CH:1]([C:3]1[S:7][C:6]([CH2:8][CH2:9][C:10]2[N:11]=[C:12]([NH:15][C:16](=[O:18])[CH3:17])[S:13][CH:14]=2)=[CH:5][C:4]=1[CH3:19])=O.C1(P(=[CH:39][C:40]([O:42][CH3:43])=[O:41])(C2C=CC=CC=2)C2C=CC=CC=2)C=CC=CC=1>C(Cl)(Cl)Cl>[C:16]([NH:15][C:12]1[S:13][CH:14]=[C:10]([CH2:9][CH2:8][C:6]2[S:7][C:3](/[CH:1]=[CH:39]/[C:40]([O:42][CH3:43])=[O:41])=[C:4]([CH3:19])[CH:5]=2)[N:11]=1)(=[O:18])[CH3:17]. Reported procedure: To a solution of N-{4-[2-(5-formyl-4-methylthiophen-2-yl)ethyl]-1,3-thiazol-2-yl}acetamide (468.0 mg, 1.590 mmol) in chloroform (4.7 ml) was added dropwise a solution of methyl (triphenyl phosphoranylidene)acetate (797.4 mg, 2.385 mmol) in chloroform (2 ml) at 0° C. The mixture was allowed to warm to room temperature and stirred for 2 hr. The reaction mixture was concentrated under reduced pressure, and the residue was purified by silica gel column chromatography (Merck 9385 60 g, ethyl acetate:... Reactants: C(CCl)Cl (EDC), Cl.N12CC(C(CC1)CC2)C(=O)O (Quinuclidine-3-carboxylic acid hydrochloride), C(=O)(O)[O-].[Na+] (NaHCO3), C=1C=CC2=C(C1)N=NN2O (HOBT), CCN(C(C)C)C(C)C (DIPEA), C(CCl)Cl (EDC), C1(=CC=CC=C1)C(O)C1=CC=CC=C1 (Diphenylmethanol), CCN(C(C)C)C(C)C (DIPEA), C=1C=CC2=C(C1)N=NN2O (HOBT), Cl.N12CC(C(CC1)CC2)C(=O)O (Quinuclidine-3-carboxylic acid hydrochloride). Run in CCOCC (Et2O), CN(C)C=O (DMF). Run at time 24 hour. The product is N12CC(C(CC1)CC2)C(=O)OC(C2=CC=CC=C2)C2=CC=CC=C2 (benzhydryl quinuclidine-3-carboxylate). The yield is 31.1%. Reaction SMILES: Cl.[N:2]12[CH2:9][CH2:8][CH:5]([CH2:6][CH2:7]1)[CH:4]([C:10]([OH:12])=[O:11])[CH2:3]2.C(Cl)CCl.C1C=CC2N(O)N=NC=2C=1.[C:27]1([CH:33]([C:35]2[CH:40]=[CH:39][CH:38]=[CH:37][CH:36]=2)O)[CH:32]=[CH:31][CH:30]=[CH:29][CH:28]=1.CCN(C(C)C)C(C)C.C([O-])(O)=O.[Na+]>CN(C=O)C.CCOCC>[N:2]12[CH2:9][CH2:8][CH:5]([CH2:6][CH2:7]1)[CH:4]([C:10]([O:12][CH:33]([C:27]1[CH:32]=[CH:31][CH:30]=[CH:29][CH:28]=1)[C:35]1[CH:40]=[CH:39][CH:38]=[CH:37][CH:36]=1)=[O:11])[CH2:3]2 |f:0.1,6.7|. Procedure: Quinuclidine-3-carboxylic acid hydrochloride (114 mg, 0.60 mmol), EDC (156 mg, 0.81 mmol), and HOBT (125 mg, 0.81 mmol) were suspended in dry DMF (5 ml). Diphenylmethanol (100 mg, 0.54 mmol) and DIPEA (332 μl, 1.90 mmol) were added, and the mixture was stirred at room temperature for 24 hours. Quinuclidine-3-carboxylic acid hydrochloride (52.0 mg, 0.27 mmol), EDC (52.0 mg, 0.27 mmol), and HOBT (41.6 mg, 0.27 mmol) followed by DIPEA (95 μl, 0.54 mmol) were added again, and the mixture was stirred... The reactants are O=C([O-])[O-], Cc1ccc(C(C)(C)C)cc1C#C[Si](C)(C)C, CO, [K+], [K+]. Yields the product C#Cc1cc(C(C)(C)C)ccc1C. Reaction SMILES: [C:18](=[O:19])([O-:20])[O-:21].[C:1]([CH3:2])([CH3:3])([CH3:4])[c:5]1[cH:6][cH:7][c:8]([CH3:17])[c:9]([C:11]#[C:12][Si:13]([CH3:14])([CH3:15])[CH3:16])[cH:10]1.[CH3:24][OH:25].[K+:22].[K+:23]>>[C:1]([CH3:2])([CH3:3])([CH3:4])[c:5]1[cH:6][cH:7][c:8]([CH3:17])[c:9]([C:11]#[CH:12])[cH:10]1. Reactants: [N+](=O)([O-])C1=C(C(=CC(=C1Cl)Cl)[N+](=O)[O-])C (2,6-dinitro-3,4-dichlorotoluene), N1CCOCC1 (morpholine). The reagents and catalysts are [Pt] (platinum). The product is NC1=C(C(=CC(=C1Cl)Cl)N)C (2,6-diamino-3,4-dichlorotoluene). RXN SMILES: [N+:1]([C:4]1[C:9]([Cl:10])=[C:8]([Cl:11])[CH:7]=[C:6]([N+:12]([O-])=O)[C:5]=1[CH3:15])([O-])=O.N1CCOCC1>[Pt]>[NH2:1][C:4]1[C:9]([Cl:10])=[C:8]([Cl:11])[CH:7]=[C:6]([NH2:12])[C:5]=1[CH3:15]. Procedure: The catalytic hydrogenation of 2,6-dinitro-3,4-dichlorotoluene with platinum at 45° C. under a hydrogen-pressure of 10 bar in the presence of catalytic amounts of morpholine gives, for example, the 2,6-diamino-3,4-dichlorotoluene in high yields and high purity. Starting materials: N=1N=C(N2C1C=CC=C2)C2=NC1=C(C=CC=C1C=C2)N2C[C@H]([C@H](CC2)NC(OCC2=CC=CC=C2)=O)F (cis-benzyl 1-(2-([1,2,4]triazolo[4,3-a]pyridin-3-yl)quinolin-8-yl)-3-fluoropiperidin-4-ylcarbamate), Cl (HCl). Solvent: O (water), C(Cl)Cl (CH2Cl2). Reaction conditions: temperature 90 celsius, time 0.5 hour. Yields the product N=1N=C(N2C1C=CC=C2)C2=NC1=C(C=CC=C1C=C2)N2CC(C(CC2)N)F (1-(2-([1,2,4]triazolo[4,3-a]pyridin-3-yl)quinolin-8-yl)-3-fluoropiperidin-4-amine). The yield is 69.5%. Reaction SMILES: [N:1]1[N:2]=[C:3]([C:10]2[CH:19]=[CH:18][C:17]3[C:12](=[C:13]([N:20]4[CH2:25][CH2:24][C@H:23]([NH:26]C(=O)OCC5C=CC=CC=5)[C@H:22]([F:37])[CH2:21]4)[CH:14]=[CH:15][CH:16]=3)[N:11]=2)[N:4]2[CH:9]=[CH:8][CH:7]=[CH:6][C:5]=12.Cl>O.C(Cl)Cl>[N:1]1[N:2]=[C:3]([C:10]2[CH:19]=[CH:18][C:17]3[C:12](=[C:13]([N:20]4[CH2:25][CH2:24][CH:23]([NH2:26])[CH:22]([F:37])[CH2:21]4)[CH:14]=[CH:15][CH:16]=3)[N:11]=2)[N:4]2[CH:9]=[CH:8][CH:7]=[CH:6][C:5]=12. Reported procedure: To the product from Step G (0.185 g, 0.373 mmol) was added HCl (1.86 mL, 11.2 mmol, 6.0M aqueous) and the solution was warmed to 90° C. and stirred for 0.5 hours. The mixture was cooled to ambient temperature and diluted with water (10 mL) and with CH2Cl2 (10 mL). The layers were mixed and separated and the aqueous phase was treated with saturated aqueous Na2CO3 until pH=10. The aqueous phase was extracted with CH2Cl2 (4×10 mL). The combined organic phase was washed with water and brine, dried o...